From a dataset of the Open Reaction Database (ORD), a public repository of structured organic reaction records. describe an organic reaction: reactants, conditions, products, and yield Starting materials: C1(CC1)C=1N=C2N(C=C(C=C2)[N+](=O)[O-])C1C (2-cyclopropyl-3-methyl-6-nitroimidazo[1,2-a]pyridine), ClC1=CC=C(N=N1)C1=CC=C(C=C1)C(=O)O (4-(6-chloro-3-pyridazinyl)benzenecarboxylic acid). Yields the product ClC1=CC=C(N=N1)C1=CC=C(C(=O)NC=2C=CC=3N(C2)C(=C(N3)C3CC3)C)C=C1 (4-(6-Chloro-3-pyridazinyl)-N-(2-cyclopropyl-3-methylimidazo-[1,2-a]pyridin-6-yl)benzamide). RXN SMILES: [CH:1]1([C:4]2[N:5]=[C:6]3[CH:11]=[CH:10][C:9]([N+:12]([O-])=O)=[CH:8][N:7]3[C:15]=2[CH3:16])[CH2:3][CH2:2]1.[Cl:17][C:18]1[N:23]=[N:22][C:21]([C:24]2[CH:29]=[CH:28][C:27]([C:30](O)=[O:31])=[CH:26][CH:25]=2)=[CH:20][CH:19]=1>>[Cl:17][C:18]1[N:23]=[N:22][C:21]([C:24]2[CH:29]=[CH:28][C:27]([C:30]([NH:12][C:9]3[CH:10]=[CH:11][C:6]4[N:7]([C:15]([CH3:16])=[C:4]([CH:1]5[CH2:3][CH2:2]5)[N:5]=4)[CH:8]=3)=[O:31])=[CH:26][CH:25]=2)=[CH:20][CH:19]=1. Procedure details: Operations similar to Example 1 were conducted using 2-cyclopropyl-3-methyl-6-nitroimidazo[1,2-a]pyridine and 4-(6-chloro-3-pyridazinyl)benzenecarboxylic acid, to provide the title compound as white solid. The reactants are Cc1cc(CN)on1, Cc1ccccc1, COC(=O)c1ccccc1I, [K+], [K+], [K+], O=C(C=Cc1ccccc1)C=Cc1ccccc1, O=C(C=Cc1ccccc1)C=Cc1ccccc1, O=C(C=Cc1ccccc1)C=Cc1ccccc1, O, O=P([O-])([O-])[O-], [Pd], [Pd]. Yields the product COC(=O)c1ccccc1NCc1cc(C)no1. As a reaction SMILES: [CH3:1][c:2]1[n:3][o:4][c:5]([CH2:7][NH2:8])[cH:6]1.[CH3:29][c:30]1[cH:31][cH:32][cH:33][cH:34][cH:35]1.[I:17][c:18]1[c:19]([C:20](=[O:21])[O:22][CH3:23])[cH:24][cH:25][cH:26][cH:27]1.[K+:14].[K+:15].[K+:16].[O:38]=[C:39]([CH:40]=[CH:41][c:42]1[cH:43][cH:44][cH:45][cH:46][cH:47]1)[CH:48]=[CH:49][c:50]1[cH:51][cH:52][cH:53][cH:54][cH:55]1.[O:56]=[C:57]([CH:58]=[CH:59][c:60]1[cH:61][cH:62][cH:63][cH:64][cH:65]1)[CH:66]=[CH:67][c:68]1[cH:69][cH:70][cH:71][cH:72][cH:73]1.[O:74]=[C:75]([CH:76]=[CH:77][c:78]1[cH:79][cH:80][cH:81][cH:82][cH:83]1)[CH:84]=[CH:85][c:86]1[cH:87][cH:88][cH:89][cH:90][cH:91]1.[OH2:28].[P:9]([O-:10])([O-:11])([O-:12])=[O:13].[Pd:36].[Pd:37]>>[CH3:1][c:2]1[n:3][o:4][c:5]([CH2:7][NH:8][c:18]2[c:19]([C:20](=[O:21])[O:22][CH3:23])[cH:24][cH:25][cH:26][cH:27]2)[cH:6]1. The reactants are BrCCOCCBr, Cc1c(C)c2c(c(C)c1Br)C(=O)CO2, C1CCOC1, CC(C)(C)[O-], [Cl-], [K+], [NH4+]. Yields the product Cc1c(C)c2c(c(C)c1Br)C(=O)C1(CCOCC1)O2. Reaction SMILES: [Br:21][CH2:22][CH2:23][O:24][CH2:25][CH2:26][Br:27].[Br:7][c:8]1[c:9]([CH3:20])[c:10]([CH3:19])[c:11]2[c:12]([c:17]1[CH3:18])[C:13](=[O:16])[CH2:14][O:15]2.[CH2:30]1[O:31][CH2:32][CH2:33][CH2:34]1.[CH3:1][C:2]([CH3:3])([O-:4])[CH3:5].[Cl-:28].[K+:6].[NH4+:29]>>[Br:7][c:8]1[c:9]([CH3:20])[c:10]([CH3:19])[c:11]2[c:12]([c:17]1[CH3:18])[C:13](=[O:16])[C:14]1([O:15]2)[CH2:22][CH2:23][O:24][CH2:25][CH2:26]1. Reactants: C(C1=CC=CC=C1)OC(=O)NC(OCC)=N (N-benzyloxycarbonyl-O-ethyl-isourea), NCCCCCCCCCCCCN (1,12-diaminododecane). The solvent is C1(=CC=CC=C1)C (toluene). Reaction conditions: temperature 20 celsius, time 1 hour. The product is NCCCCCCCCCCCCNC(=N)NC(=O)OCC1=CC=CC=C1 (N-(12-Aminododecyl)-N'-benzyloxycarbonyl guanidine). Isolated yield 73.0%. Reaction SMILES: [CH2:1]([O:8][C:9]([NH:11][C:12](=[NH:16])OCC)=[O:10])[C:2]1[CH:7]=[CH:6][CH:5]=[CH:4][CH:3]=1.[NH2:17][CH2:18][CH2:19][CH2:20][CH2:21][CH2:22][CH2:23][CH2:24][CH2:25][CH2:26][CH2:27][CH2:28][CH2:29][NH2:30]>C1(C)C=CC=CC=1>[NH2:17][CH2:18][CH2:19][CH2:20][CH2:21][CH2:22][CH2:23][CH2:24][CH2:25][CH2:26][CH2:27][CH2:28][CH2:29][NH:30][C:12]([NH:11][C:9]([O:8][CH2:1][C:2]1[CH:3]=[CH:4][CH:5]=[CH:6][CH:7]=1)=[O:10])=[NH:16]. Procedure: A mixture of N-benzyloxycarbonyl-O-methyl-isourea (II-OMe) (0.42 g, 2.0 mmol), toluene (3.5 mL) and 1,12-diaminododecane (If) (1.02 g, 5.0 mmol) was stirred at 40° C. for 12 h and at 20° C. for 1 h. The crystalline product was collected by filtration, washed with toluene (3×1 mL), and vacuum dried (35° C., 1.5 h) to afford 0.55 g (73%) of white crystals of N-(12-Aminododecyl)-N'-benzyloxycarbonyl guanidine (IIIf). Reactants: CCOC(=O)CBr, O=C([O-])[O-], [K+], [K+], O=[N+]([O-])c1ccc2c(c1)NCCCO2, CN(C)C=O. Product: CCOC(=O)CN1CCCOc2ccc([N+](=O)[O-])cc21. RXN SMILES: [Br:21][CH2:22][C:23](=[O:24])[O:25][CH2:26][CH3:27].[C:1](=[O:2])([O-:3])[O-:4].[K+:5].[K+:6].[N+:7](=[O:8])([O-:9])[c:10]1[cH:11][cH:12][c:13]2[c:14]([cH:20]1)[NH:15][CH2:16][CH2:17][CH2:18][O:19]2.[O:28]=[CH:29][N:30]([CH3:31])[CH3:32]>>[N+:7](=[O:8])([O-:9])[c:10]1[cH:11][cH:12][c:13]2[c:14]([cH:20]1)[N:15]([CH2:22][C:23](=[O:24])[O:25][CH2:26][CH3:27])[CH2:16][CH2:17][CH2:18][O:19]2.